Dataset: the Open Reaction Database (ORD), a public repository of structured organic reaction records. Task: describe an organic reaction: reactants, conditions, products, and yield Reactants: ClC1=C(CN(C(OCC)=O)C2=C(C=C(C=C2C(F)(F)F)[N+](=O)[O-])[N+](=O)[O-])C=CC=C1 (Ethyl 2-chlorobenzyl[2,4-dinitro-6-(trifluoromethyl)phenyl]carbamate). The reagents and catalysts are [Pd] (Pd—C). The solvent is C(C)(=O)OCC (ethyl acetate). Run at time 7 hour. The product is ClC1=C(CN(C(OCC)=O)C2=C(C=C(C=C2C(F)(F)F)N)N)C=CC=C1 (ethyl 2-chlorobenzyl[2,4-diamino-6-(trifluoromethyl)phenyl]carbamate). The yield is 95.2%. As a reaction SMILES: [Cl:1][C:2]1[CH:30]=[CH:29][CH:28]=[CH:27][C:3]=1[CH2:4][N:5]([C:11]1[C:16]([C:17]([F:20])([F:19])[F:18])=[CH:15][C:14]([N+:21]([O-])=O)=[CH:13][C:12]=1[N+:24]([O-])=O)[C:6](=[O:10])[O:7][CH2:8][CH3:9]>C(OCC)(=O)C.[Pd]>[Cl:1][C:2]1[CH:30]=[CH:29][CH:28]=[CH:27][C:3]=1[CH2:4][N:5]([C:11]1[C:16]([C:17]([F:20])([F:19])[F:18])=[CH:15][C:14]([NH2:21])=[CH:13][C:12]=1[NH2:24])[C:6](=[O:10])[O:7][CH2:8][CH3:9]. Procedure details: Ethyl 2-chlorobenzyl[2,4-dinitro-6-(trifluoromethyl)phenyl]carbamate (103.8 mg) was dissolved in ethyl acetate (20 ml), and to the solution was added 10% Pd—C (105.3 mg). The reaction mixture was stirred under hydrogen atmosphere for 7 hours. The catalyst was filtered, and washed with ethyl acetate. The filtrate was concentrated in vacuo to give the title compound (85.6 mg). Reactants: [BH4-], CC(C)(C)OC(=O)N(CCc1ccc(Cl)c(C=O)c1)C1CC1, CO, NC1CC1, [Na+]. Yields the product CC(C)(C)OC(=O)N(CCc1ccc(Cl)c(CNC2CC2)c1)C1CC1. Reaction SMILES: [BH4-:27].[C:1]([CH3:2])([CH3:3])([CH3:4])[O:5][C:6]([N:7]([CH:8]1[CH2:9][CH2:10]1)[CH2:11][CH2:12][c:13]1[cH:14][c:15]([CH:20]=[O:21])[c:16]([Cl:19])[cH:17][cH:18]1)=[O:22].[CH3:29][OH:30].[CH:23]1([NH2:26])[CH2:24][CH2:25]1.[Na+:28]>>[C:1]([CH3:2])([CH3:3])([CH3:4])[O:5][C:6]([N:7]([CH:8]1[CH2:9][CH2:10]1)[CH2:11][CH2:12][c:13]1[cH:14][c:15]([CH2:20][NH:26][CH:23]2[CH2:24][CH2:25]2)[c:16]([Cl:19])[cH:17][cH:18]1)=[O:22]. The reactants are C1COCCO1, Clc1cc(-c2ccc(Cl)c(Cl)c2)nc(C2CC2)n1, NCC(O)c1ccccc1, [Na+], O=C([O-])O, O. Yields the product OC(CNc1cc(-c2ccc(Cl)c(Cl)c2)nc(C2CC2)n1)c1ccccc1. RXN SMILES: [CH2:34]1[O:35][CH2:36][CH2:37][O:38][CH2:39]1.[Cl:1][c:2]1[n:3][c:4]([CH:16]2[CH2:17][CH2:18]2)[n:5][c:6](-[c:8]2[cH:9][c:10]([Cl:15])[c:11]([Cl:14])[cH:12][cH:13]2)[cH:7]1.[NH2:19][CH2:20][CH:21]([OH:22])[c:23]1[cH:24][cH:25][cH:26][cH:27][cH:28]1.[Na+:33].[O-:29][C:30]([OH:31])=[O:32].[OH2:40]>>[c:2]1([NH:19][CH2:20][CH:21]([OH:22])[c:23]2[cH:24][cH:25][cH:26][cH:27][cH:28]2)[n:3][c:4]([CH:16]2[CH2:17][CH2:18]2)[n:5][c:6](-[c:8]2[cH:9][c:10]([Cl:15])[c:11]([Cl:14])[cH:12][cH:13]2)[cH:7]1. Reactants: C1(CCCCC1)N=C=NC1CCCCC1 (N,N'-dicyclohexylcarbodiimide), Cl.C(C)OC([C@@H](NC([C@@H](N)CC(C)C)=O)C)=O (L-leucyl-L-alanine ethyl ester hydrochloride), COP(=O)(CN1C(C=2C(C1=O)=CC=CC2)=O)CC(C(=O)O)CC(C)C (2(RS)-[[(RS)-(methoxy)(phthalimidomethyl)-phosphinyl]methyl]-4-methylvaleric acid), OC1=CC=CC=2NN=NC21 (hydroxybenzotriazole), C(C)N1CCOCC1 (N-ethylmorpholine). Solvent: CN(C=O)C (dimethylformamide). Conditions: temperature 0 celsius, time 18 hour. Yields the product Cl.COP(=O)CN1C(C=2C(C1=O)=CC=CC2)=O ((phthalimidomethyl)phosphinic acid methyl ester hydrochloride). RXN SMILES: [ClH:1].C(OC(=O)[C@H](C)NC(=O)[C@H](CC(C)C)N)C.[CH3:18][O:19][P:20](CC(CC(C)C)C(O)=O)([CH2:22][N:23]1[C:27](=[O:28])[C:26]2=[CH:29][CH:30]=[CH:31][CH:32]=[C:25]2[C:24]1=[O:33])=[O:21].OC1C2N=NNC=2C=CC=1.C(N1CCOCC1)C.C1(N=C=NC2CCCCC2)CCCCC1>CN(C)C=O>[ClH:1].[CH3:18][O:19][PH:20]([CH2:22][N:23]1[C:27](=[O:28])[C:26]2=[CH:29][CH:30]=[CH:31][CH:32]=[C:25]2[C:24]1=[O:33])=[O:21] |f:0.1,7.8|. Reported procedure: 1.06 g of L-leucyl-L-alanine ethyl ester hydrochloride and 1.46 g of 2(RS)-[[(RS)-(methoxy)(phthalimidomethyl)-phosphinyl]methyl]-4-methylvaleric acid, prepared as described in Example 1(A)(iii), were dissolved in 12 ml of dimethylformamide. The solution was cooled to 0° C. Thereafter, 1.08 g of hydroxybenzotriazole and 0.46 g of N-ethylmorpholine were added and, after all of the solids had dissolved, 0.88 g of N,N'-dicyclohexylcarbodiimide was added. The mixture was stirred at room temperature ... Starting materials: CN1C(=O)N(c2nc3c(s2)CCOc2cc(Br)ccc2-3)C(C)(C)C1=O, CC(C)(O)Cn1cc(B2OC(C)(C)C(C)(C)O2)cn1, CS(C)=O, [Pd]. Yields the product CN1C(=O)N(c2nc3c(s2)CCOc2cc(-c4cnn(CC(C)(C)O)c4)ccc2-3)C(C)(C)C1=O. As a reaction SMILES: [Br:1][c:2]1[cH:3][cH:4][c:5]2[c:6]([cH:25]1)[O:7][CH2:8][CH2:9][c:10]1[c:11]-2[n:12][c:13]([N:15]2[C:16](=[O:24])[N:17]([CH3:23])[C:18](=[O:22])[C:19]2([CH3:20])[CH3:21])[s:14]1.[CH3:26][C:27]([CH2:28][n:29]1[n:30][cH:31][c:32]([B:34]2[O:35][C:36]([CH3:37])([CH3:38])[C:39]([CH3:40])([CH3:41])[O:42]2)[cH:33]1)([CH3:43])[OH:44].[CH3:46][S:47]([CH3:48])=[O:49].[Pd:45]>>[c:2]1(-[c:32]2[cH:31][n:30][n:29]([CH2:28][C:27]([CH3:26])([CH3:43])[OH:44])[cH:33]2)[cH:3][cH:4][c:5]2[c:6]([cH:25]1)[O:7][CH2:8][CH2:9][c:10]1[c:11]-2[n:12][c:13]([N:15]2[C:16](=[O:24])[N:17]([CH3:23])[C:18](=[O:22])[C:19]2([CH3:20])[CH3:21])[s:14]1. Starting materials: ClC=1C=C(C=CC1)N1NC=C(C1=O)C=1C=C(C=CC1)C(F)(F)F (1-(3-chlorophenyl)-4-(α,α,α-trifluoro-3-tolyl)-3-pyrazolin-5-one), C(C)I (ethyl iodide). Product: ClC=1C=C(C=CC1)N1N(C=C(C1=O)C=1C=C(C=CC1)C(F)(F)F)CC (1-(3-Chlorophenyl)-2-ethyl-4-(α,α,α-trifluoro-3-tolyl)-3-pyrazolin-5-one). As a reaction SMILES: [Cl:1][C:2]1[CH:3]=[C:4]([N:8]2[C:12](=[O:13])[C:11]([C:14]3[CH:15]=[C:16]([C:20]([F:23])([F:22])[F:21])[CH:17]=[CH:18][CH:19]=3)=[CH:10][NH:9]2)[CH:5]=[CH:6][CH:7]=1.[CH2:24](I)[CH3:25]>>[Cl:1][C:2]1[CH:3]=[C:4]([N:8]2[C:12](=[O:13])[C:11]([C:14]3[CH:15]=[C:16]([C:20]([F:21])([F:22])[F:23])[CH:17]=[CH:18][CH:19]=3)=[CH:10][N:9]2[CH2:24][CH3:25])[CH:5]=[CH:6][CH:7]=1. Procedure: A 2.6 gram portion of 1-(3-chlorophenyl)-4-(α,α,α-trifluoro-3-tolyl)-3-pyrazolin-5-one, prepared in Example 3, was alkylated with ethyl iodide to produce 0.25 grams of the desired product, an oily liquid.